This data is from the Open Reaction Database (ORD), a public repository of structured organic reaction records. The task is: describe an organic reaction: reactants, conditions, products, and yield Reactants: ClC1=CC2=C(N=C(S2)OC2=CC=C(OC(C(=O)O)C)C=C2)C=C1 (2-[4-(6-chloro-2-benzthiazolyloxy)-phenoxy]-propionic acid), C([O-])([O-])=O.[K+].[K+] (potassium carbonate), BrC1C(=O)OCC1 (2-bromobutyrolactone). Solvent: CC(=O)C (acetone), CC(=O)C (acetone). Reaction conditions: temperature 45 celsius, time 0.5 hour. Product: ClC1=CC2=C(N=C(S2)OC2=CC=C(OC(C(=O)OC3C(OCC3)=O)C)C=C2)C=C1 (2-Oxotetrahydrofuran-3-yl 2-[4-(6-chloro-2-benzthiazolyloxy)-phenoxy]-propanoate). As a reaction SMILES: [Cl:1][C:2]1[CH:23]=[CH:22][C:5]2[N:6]=[C:7]([O:9][C:10]3[CH:21]=[CH:20][C:13]([O:14][CH:15]([CH3:19])[C:16]([OH:18])=[O:17])=[CH:12][CH:11]=3)[S:8][C:4]=2[CH:3]=1.C(=O)([O-])[O-].[K+].[K+].Br[CH:31]1[CH2:36][CH2:35][O:34][C:32]1=[O:33]>CC(C)=O>[Cl:1][C:2]1[CH:23]=[CH:22][C:5]2[N:6]=[C:7]([O:9][C:10]3[CH:21]=[CH:20][C:13]([O:14][CH:15]([CH3:19])[C:16]([O:18][CH:31]4[CH2:36][CH2:35][O:34][C:32]4=[O:33])=[O:17])=[CH:12][CH:11]=3)[S:8][C:4]=2[CH:3]=1 |f:1.2.3|. Procedure: 21 g (0.06 mole) of 2-[4-(6-chloro-2-benzthiazolyloxy)-phenoxy]-propionic acid were initially taken together with 10.4 g (0.075 mole) of potassium carbonate in 100 ml of acetone and the mixture was stirred for approx. 1/2 hour at 45° C., a thick paste being formed. 11.6 g (0.07 mole) of 2-bromobutyrolactone in 50 ml of acetone were then added dropwise in the course of 1/2 hour. When the addition was complete, the reaction mixture became highly fluid; the conversion was followed by means of thin-... Reactants: N#Cc1ccccc1N1CCC(=O)CC1, [BH3-]C#N, CC(=O)O, CO, CC(C)(C)OC(=O)NCCN, [Na+]. Yields the product CC(C)(C)OC(=O)NCCNC1CCN(c2ccccc2C#N)CC1. As a reaction SMILES: [C:1](#[N:2])[c:3]1[c:4]([N:9]2[CH2:10][CH2:11][C:12](=[O:15])[CH2:13][CH2:14]2)[cH:5][cH:6][cH:7][cH:8]1.[C:31]([BH3-:32])#[N:33].[CH3:27][C:28](=[O:29])[OH:30].[CH3:35][OH:36].[NH2:16][CH2:17][CH2:18][NH:19][C:20]([O:21][C:22]([CH3:23])([CH3:24])[CH3:25])=[O:26].[Na+:34]>>[C:1](#[N:2])[c:3]1[c:4]([N:9]2[CH2:10][CH2:11][CH:12]([NH:16][CH2:17][CH2:18][NH:19][C:20]([O:21][C:22]([CH3:23])([CH3:24])[CH3:25])=[O:26])[CH2:13][CH2:14]2)[cH:5][cH:6][cH:7][cH:8]1. Starting materials: C(C)(C)(C)C1=C(C=C(C=C1)O)Cl (4-tert-butyl-3-chlorophenol), C([O-])([O-])=O.[K+].[K+] (potassium carbonate), BrCC(=O)OC(C)(C)C (tert-butyl bromoacetate). Solvent: CC(=O)C (acetone). Run at temperature 65 celsius. Yields the product C(C)(C)(C)C1=C(C=C(OCC(=O)OC(C)(C)C)C=C1)Cl (tert-Butyl (4-tert-butyl-3-chlorophenoxy)acetate). Yield: 100.0%. As a reaction SMILES: [C:1]([C:5]1[CH:10]=[CH:9][C:8]([OH:11])=[CH:7][C:6]=1[Cl:12])([CH3:4])([CH3:3])[CH3:2].C(=O)([O-])[O-].[K+].[K+].Br[CH2:20][C:21]([O:23][C:24]([CH3:27])([CH3:26])[CH3:25])=[O:22]>CC(C)=O>[C:1]([C:5]1[CH:10]=[CH:9][C:8]([O:11][CH2:20][C:21]([O:23][C:24]([CH3:27])([CH3:26])[CH3:25])=[O:22])=[CH:7][C:6]=1[Cl:12])([CH3:4])([CH3:2])[CH3:3] |f:1.2.3|. Reported procedure: To an acetone (5 ml) solution of 4-tert-butyl-3-chlorophenol (440 mg, 2.4 mmol) were added potassium carbonate (994 mg, 7.2 mmol) and tert-butyl bromoacetate (0.7 ml, 4.8 mmol). The stirred mixture was refluxed at 65° C. for 14 hours. The precipitate was filtered off and washed with acetone. The filtrate was concentrated under reduced pressure to give a residue, which was applied to a silica gel chromatography column and eluted with ethyl acetate/hexane= 1/9 to furnish 0.83 g (100% yield) of the... Starting materials: BrC=1C=C2CCCC(C2=CC1)=O (6-bromo-3,4-dihydronaphthalen-1(2H)-one), N1CCOCC1 (morpholine). The reagents and catalysts are [Ti](Cl)(Cl)(Cl)Cl (titanium tetrachloride). The solvent is C1(=CC=CC=C1)C (toluene), C1(=CC=CC=C1)C (toluene). Run at temperature 0 celsius, time 20 hour. The product is BrC=1C=C2CCC=C(C2=CC1)N1CCOCC1 (4-(6-bromo-3,4-dihydronaphthalen-1-yl)morpholine). Yield: 93.5%. Reaction SMILES: [Br:1][C:2]1[CH:3]=[C:4]2[C:9](=[CH:10][CH:11]=1)[C:8](=O)[CH2:7][CH2:6][CH2:5]2.[NH:13]1[CH2:18][CH2:17][O:16][CH2:15][CH2:14]1>C1(C)C=CC=CC=1.[Ti](Cl)(Cl)(Cl)Cl>[Br:1][C:2]1[CH:3]=[C:4]2[C:9](=[CH:10][CH:11]=1)[C:8]([N:13]1[CH2:18][CH2:17][O:16][CH2:15][CH2:14]1)=[CH:7][CH2:6][CH2:5]2. Reported procedure: To 6-bromo-3,4-dihydronaphthalen-1(2H)-one (0.475 g, 2.110 mmol) in toluene (5 mL) was added morpholine (0.735 mL, 8.44 mmol) at room temperature. The reaction mixture was cooled to 0° C. and titanium tetrachloride (1.0 M in toluene) (1.161 mL, 1.161 mmol) was added over a period of 3 min. The brown heterogeneous reaction mixture was allowed to come to room temperature and stirred for 20 h. The reaction mixture was diluted with 5 mL of anhydrous toluene and filtered over a thin pad of CELITE®. T... Starting materials: CN(C(=O)C1=C(C=C(OC2=CC(=CC3=C2CC(O3)(C)C)C(=O)O)C=C1)F)C (4-(4-dimethylcarbamoyl-3-fluoro-phenoxy)-2,2-dimethyl-2,3-dihydro-benzofuran-6-carboxylic acid), NC1=NC=C(C(=O)N)C=C1 (6-aminonicotinamide). The product is CN(C(=O)C1=C(C=C(OC2=CC(=CC3=C2CC(O3)(C)C)C(=O)NC3=NC=C(C(=O)N)C=C3)C=C1)F)C (6-{[4-(4-Dimethylcarbamoyl-3-fluoro-phenoxy)-2,2-dimethyl-2,3-dihydro-benzofuran-6-carbonyl]-amino}-nicotinamide), solid. Isolated yield 5.0%. Reaction SMILES: [CH3:1][N:2]([CH3:27])[C:3]([C:5]1[CH:25]=[CH:24][C:8]([O:9][C:10]2[C:15]3[CH2:16][C:17]([CH3:20])([CH3:19])[O:18][C:14]=3[CH:13]=[C:12]([C:21](O)=[O:22])[CH:11]=2)=[CH:7][C:6]=1[F:26])=[O:4].[NH2:28][C:29]1[CH:37]=[CH:36][C:32]([C:33]([NH2:35])=[O:34])=[CH:31][N:30]=1>>[CH3:1][N:2]([CH3:27])[C:3]([C:5]1[CH:25]=[CH:24][C:8]([O:9][C:10]2[C:15]3[CH2:16][C:17]([CH3:19])([CH3:20])[O:18][C:14]=3[CH:13]=[C:12]([C:21]([NH:28][C:29]3[CH:37]=[CH:36][C:32]([C:33]([NH2:35])=[O:34])=[CH:31][N:30]=3)=[O:22])[CH:11]=2)=[CH:7][C:6]=1[F:26])=[O:4]. Procedure: The title compound was prepared in a similar manner as described for Example 144, from 4-(4-dimethylcarbamoyl-3-fluoro-phenoxy)-2,2-dimethyl-2,3-dihydro-benzofuran-6-carboxylic acid (143a) (80 mg, 0.21 mmol) and 6-aminonicotinamide (58.8 mg, 0.429 mmol) to give a brown solid (5 mg, 5% yield). 1H NMR (400 MHz, MeOD.) δ 8.82 (d, J=1.52 Hz, 1 H) 8.14-8.32 (m, 2 H) 7.31-7.44 (m, 1 H) 7.18 (dd, J=8.34, 1.26 Hz, 2 H) 6.80-6.97 (m, 2 H) 3.10 (s, 3 H) 2.98 (s, 3 H) 2.93 (s, 2 H) 1.47 (s, 6 H); LCMS for ... The reactants are NC=1N=NC(=CC1)C1=CC(=C(C=C1)OC(F)F)OCC (3-amino-6-(4-difluoromethoxy-3-ethoxyphenyl)pyridazine), ClC=1C=C(C(=O)OO)C=CC1 (m-chloroperoxybenzoic acid), O (water). Run in C(C)(=O)O (acetic acid). Conditions: temperature 60 celsius, time 2 hour. The product is NC=1[N+](=NC(=CC1)C1=CC(=C(C=C1)OC(F)F)OCC)[O-] (3-Amino-6-(4-difluoromethoxy-3-ethoxyphenyl)pyridazine 2-oxide). The yield is 60.7%. As a reaction SMILES: [NH2:1][C:2]1[N:3]=[N:4][C:5]([C:8]2[CH:13]=[CH:12][C:11]([O:14][CH:15]([F:17])[F:16])=[C:10]([O:18][CH2:19][CH3:20])[CH:9]=2)=[CH:6][CH:7]=1.ClC1C=C(C=CC=1)C(OO)=[O:26].O>C(O)(=O)C>[NH2:1][C:2]1[N+:3]([O-:26])=[N:4][C:5]([C:8]2[CH:13]=[CH:12][C:11]([O:14][CH:15]([F:16])[F:17])=[C:10]([O:18][CH2:19][CH3:20])[CH:9]=2)=[CH:6][CH:7]=1. Reported procedure: 8.9 g (31.6 mmol) of 3-amino-6-(4-difluoromethoxy-3-ethoxyphenyl)pyridazine in 60 ml of glacial acetic acid are heated with 10.9 g (63.2 mmol) of m-chloroperoxybenzoic acid with stirring at 60° C. for 2 h. After cooling, the solution is stirred into 100 ml of water, the solution is exhaustively extracted with ethyl acetate, and the organic extract is dried over magnesium sulfate, concentrated in vacuo and chromatographed on neutral silica gel first with ethyl acetate and then with ethyl acetate/... Reactants: C(C)(C)(C)C1=CC=C(C=C1)C1=C(N=NC(=C1)Cl)C1=CC=CC=C1 (4-(4-tert-butylphenyl)-6-chloro-3-phenylpyridazine), NC=1C=C2C=CNC2=CC1 (5-aminoindole). The product is C(C)(C)(C)C1=CC=C(C=C1)C=1C=C(N=NC1C1=CC=CC=C1)NC=1C=C2C=CNC2=CC1 ([5-(4-tert-Butylphenyl)-6-phenyl-pyridazin-3-yl]-(1H-indol-5-yl)-amine). As a reaction SMILES: [C:1]([C:5]1[CH:10]=[CH:9][C:8]([C:11]2[CH:16]=[C:15](Cl)[N:14]=[N:13][C:12]=2[C:18]2[CH:23]=[CH:22][CH:21]=[CH:20][CH:19]=2)=[CH:7][CH:6]=1)([CH3:4])([CH3:3])[CH3:2].[NH2:24][C:25]1[CH:26]=[C:27]2[C:31](=[CH:32][CH:33]=1)[NH:30][CH:29]=[CH:28]2>>[C:1]([C:5]1[CH:10]=[CH:9][C:8]([C:11]2[CH:16]=[C:15]([NH:24][C:25]3[CH:26]=[C:27]4[C:31](=[CH:32][CH:33]=3)[NH:30][CH:29]=[CH:28]4)[N:14]=[N:13][C:12]=2[C:18]2[CH:23]=[CH:22][CH:21]=[CH:20][CH:19]=2)=[CH:7][CH:6]=1)([CH3:4])([CH3:3])[CH3:2]. Procedure details: Analogous to the procedure used to prepare Example 5(b), 4-(4-tert-butylphenyl)-6-chloro-3-phenylpyridazine, Example 78(d), (95 mg, 0.3 mmol) and 5-aminoindole (39 mg, 0.3 mmol, Aldrich) afforded the title compound as a light-yellow crystalline solid. MS (ESI, pos. ion) m/z: 419 (M+1). MP: 138-140° C. Reaction SMILES: [CH3:22][OH:23].[CH3:2][n:3]1[c:4]([CH2:19][O:20][CH3:21])[c:5]([O:11][CH2:12][c:13]2[cH:14][cH:15][cH:16][cH:17][cH:18]2)[c:6](=[O:10])[cH:7][c:8]1[CH3:9].[ClH:1]>>[CH3:2][n:3]1[c:4]([CH2:19][O:20][CH3:21])[c:5]([OH:11])[c:6](=[O:10])[cH:7][c:8]1[CH3:9].[ClH:1]. Reactants: CO, COCc1c(OCc2ccccc2)c(=O)cc(C)n1C, Cl. Product: COCc1c(O)c(=O)cc(C)n1C, Cl. The reactants are CC1=CC2=C(C=C1)NC3=CC4=C(C=C3C2=O)NC5=C(C4=O)C=C(C=C5)C (C.I. pigment red 122), zirconia, ( g ), N(CCO)(CCO)CCO (triethanolamine). Run in O (water), O (water). Conditions: time 7 hour. Product: C1=CC=C2C(=C1)C(=O)C3=CC4=C(C=C3N2)C(=O)C5=CC=CC=C5N4 (Quinacridone). Reaction SMILES: C[C:2]1[CH:7]=[CH:6][C:5]2[NH:8][C:9]3[C:14]([C:15](=[O:16])[C:4]=2[CH:3]=1)=[CH:13][C:12]1[NH:17][C:18]2[CH:25]=[CH:24][C:23](C)=[CH:22][C:19]=2[C:20](=[O:21])[C:11]=1[CH:10]=3.N(CCO)(CCO)CCO>O>[CH:23]1[CH:22]=[C:19]2[C:20]([C:11]3[C:12]([NH:17][C:18]2=[CH:25][CH:24]=1)=[CH:13][C:14]1[C:15]([C:4]2[C:5]([NH:8][C:9]=1[CH:10]=3)=[CH:6][CH:7]=[CH:2][CH:3]=2)=[O:16])=[O:21]. Reported procedure: 20 g of C.I. pigment red 122 (in which the content of metal ions having a valence of at least 2 was 400 ppm), 60 g of the same aqueous dispersion of the pigment derivative (g) as obtained in Example 43 and 60 g of deionized water were mixed, 9 g of 2% by weight triethanolamine was added so as to adjust the neutralization ratio of the pigment derivative to 100%, and the mixture was dispersed with a paint shaker in the presence of zirconia beads as media for approximately 7 hours, to obtain a wate... Starting materials: C(CCCCCCCCCCCCCCCCC)OCC(CO)N1C(C=2C(C1=O)=CC=CC2)=O (3-Octadecyloxy-2-phthalimidopropan-1-ol), C(CCCCCCCCCCCCCCCCC)OCC(CO)N (3-octadecyloxy-2-aminopropane-1-ol), C(=O)(OCC)C1=C2C(C(=O)NC2=O)=CC=C1 (carboethoxyphthalimide). The product is C(CCCCCCCCCCCCCCCCC)OCC(COC(=O)OC1=CC=CC=C1)N1C(C=2C(C1=O)=CC=CC2)=O (1-Octadecyloxy-2-phthalimido-3-phenoxycarbonyloxypropane). As a reaction SMILES: [CH2:1]([O:19][CH2:20][CH:21]([N:24]1[C:28](=[O:29])[C:27]2=[CH:30][CH:31]=[CH:32][CH:33]=[C:26]2[C:25]1=[O:34])[CH2:22][OH:23])[CH2:2][CH2:3][CH2:4][CH2:5][CH2:6][CH2:7][CH2:8][CH2:9][CH2:10][CH2:11][CH2:12][CH2:13][CH2:14][CH2:15][CH2:16][CH2:17][CH3:18].[CH2:35]([O:53][CH2:54]C(N)CO)[CH2:36][CH2:37][CH2:38][CH2:39][CH2:40]CCCCCCCCCCCC.C(C1C=CC=C2C(NC(=O)C=12)=O)(OCC)=[O:60]>>[CH2:1]([O:19][CH2:20][CH:21]([N:24]1[C:25](=[O:34])[C:26]2=[CH:33][CH:32]=[CH:31][CH:30]=[C:27]2[C:28]1=[O:29])[CH2:22][O:23][C:54]([O:53][C:35]1[CH:36]=[CH:37][CH:38]=[CH:39][CH:40]=1)=[O:60])[CH2:2][CH2:3][CH2:4][CH2:5][CH2:6][CH2:7][CH2:8][CH2:9][CH2:10][CH2:11][CH2:12][CH2:13][CH2:14][CH2:15][CH2:16][CH2:17][CH3:18]. Procedure: 3-Octadecyloxy-2-phthalimidopropan-1-ol used as the starting material was synthesized by reacting 3-octadecyloxy-2-aminopropane-1-ol as produced in Example 18-(i) with carboethoxyphthalimide.